From a dataset of the Open Reaction Database (ORD), a public repository of structured organic reaction records. describe an organic reaction: reactants, conditions, products, and yield Starting materials: CCCCNC(=O)C(O)C(N)CCCC, CCN=C=NCCCN(C)C, ClCCl, O=C(NC1(C(=O)O)CCCCC1)N1CCOCC1, On1nnc2ccccc21. The product is CCCCNC(=O)C(O)C(CCCC)NC(=O)C1(NC(=O)N2CCOCC2)CCCCC1. RXN SMILES: [CH2:1]([CH2:2][CH2:3][CH3:4])[NH:5][C:6]([CH:7]([CH:8]([CH2:9][CH2:10][CH2:11][CH3:12])[NH2:13])[OH:14])=[O:15].[CH2:44]([N:45]=[C:46]=[N:47][CH2:48][CH2:49][CH2:50][N:51]([CH3:52])[CH3:53])[CH3:54].[Cl:55][CH2:56][Cl:57].[O:16]1[CH2:17][CH2:18][N:19]([C:22](=[O:23])[NH:24][C:25]2([C:31](=[O:32])[OH:33])[CH2:26][CH2:27][CH2:28][CH2:29][CH2:30]2)[CH2:20][CH2:21]1.[OH:34][n:35]1[c:36]2[cH:37][cH:38][cH:39][cH:40][c:41]2[n:42][n:43]1>>[CH2:1]([CH2:2][CH2:3][CH3:4])[NH:5][C:6]([CH:7]([CH:8]([CH2:9][CH2:10][CH2:11][CH3:12])[NH:13][C:31]([C:25]1([NH:24][C:22]([N:19]2[CH2:18][CH2:17][O:16][CH2:21][CH2:20]2)=[O:23])[CH2:26][CH2:27][CH2:28][CH2:29][CH2:30]1)=[O:32])[OH:14])=[O:15]. Starting materials: NC1=NC=C(C=C1)Cl (2-Amino-5-chloropyridine), C(=S)(C=1NC=CN1)C=1NC=CN1 (thiocarbonyl diimidazole). Solvent: C(C)#N (acetonitrile). Yields the product ClC=1C=CC(=NC1)N=C=S (5-Chloropyrid-2-ylisothiocyanate). Yield: 36.6%. RXN SMILES: [NH2:1][C:2]1[CH:7]=[CH:6][C:5]([Cl:8])=[CH:4][N:3]=1.[C:9](C1NC=CN=1)(C1NC=CN=1)=[S:10]>C(#N)C>[Cl:8][C:5]1[CH:6]=[CH:7][C:2]([N:1]=[C:9]=[S:10])=[N:3][CH:4]=1. Procedure: 2-Amino-5-chloropyridine (10.28 g) was added in portions, with stirring, over a period of 25 minutes to a solution of thiocarbonyl diimidazole (14.26 g) in acetonitrile (100 ml) at ambient temperature. The stirring was continued and the solution/suspension was left at ambient temperature for a few hours. The precipitate was filtered and washed with acetonitrile (3×25 ml). The solid residue was dissolved in hot acetone and filtered. The acetone solution was evaporated in vacuo, the residue was di... The reactants are CCOCC, O=[N+]([O-])c1ccc(CBr)cc1, c1ccc(P(c2ccccc2)c2ccccc2)cc1. Yields the product [Br-], O=[N+]([O-])c1ccc(C[P+](c2ccccc2)(c2ccccc2)c2ccccc2)cc1. RXN SMILES: [CH3:31][CH2:32][O:33][CH2:34][CH3:35].[N+:20](=[O:21])([O-:22])[c:23]1[cH:24][cH:25][c:26]([CH2:27][Br:28])[cH:29][cH:30]1.[c:1]1([P:7]([c:8]2[cH:9][cH:10][cH:11][cH:12][cH:13]2)[c:14]2[cH:15][cH:16][cH:17][cH:18][cH:19]2)[cH:2][cH:3][cH:4][cH:5][cH:6]1>>[Br-:28].[c:1]1([P+:7]([c:8]2[cH:9][cH:10][cH:11][cH:12][cH:13]2)([c:14]2[cH:15][cH:16][cH:17][cH:18][cH:19]2)[CH2:27][c:26]2[cH:25][cH:24][c:23]([N+:20](=[O:21])[O-:22])[cH:30][cH:29]2)[cH:2][cH:3][cH:4][cH:5][cH:6]1. Reactants: C1CCOC1, CCOC(=O)Cl, CC1OC2(CCN(C)CC2)CC1N, [Na+], [Na+], O=C([O-])[O-]. Yields the product CCOC(=O)NC1CC2(CCN(C)CC2)OC1C. Reaction SMILES: [CH2:26]1[O:27][CH2:28][CH2:29][CH2:30]1.[Cl:1][C:2](=[O:3])[O:4][CH2:5][CH3:6].[NH2:7][CH:8]1[CH:9]([CH3:19])[O:10][C:11]2([CH2:12]1)[CH2:13][CH2:14][N:15]([CH3:18])[CH2:16][CH2:17]2.[Na+:20].[Na+:21].[O-:22][C:23](=[O:24])[O-:25]>>[C:2](=[O:3])([O:4][CH2:5][CH3:6])[NH:7][CH:8]1[CH:9]([CH3:19])[O:10][C:11]2([CH2:12]1)[CH2:13][CH2:14][N:15]([CH3:18])[CH2:16][CH2:17]2. The reactants are FC(C(=O)O)(F)F (triflouroacetic acid), C(C(=O)Cl)(=O)Cl (Oxalyl chloride), C(C)(C)(C)OC(=O)N(CCOC=1C=C(C(=O)O)C=C(C1)Cl)C1=CC=NC=C1 (3-[2-(tert-butoxycarbonyl-pyridin-4-yl-amino)-ethoxy]-5-chloro-benzoic acid), C(C)NC1=C(C=CC=C1)F (N-ethyl-2-fluoroaniline), CCN(C(C)C)C(C)C (DIPEA). Run in ClCCl (dichloromethane), CN(C)C=O (DMF), ClCCl (dichloromethane). Run at time 2 hour. Yields the product FC(C(=O)O)(F)F.ClC=1C=C(C(=O)N(C2=C(C=CC=C2)F)CC)C=C(C1)OCCNC1=CC=NC=C1 (3-Chloro-N-ethyl-N-(2-fluoro-phenyl)-5-[2-(pyridin-4-ylamino)-ethoxy]-benzamide trifluoroacetate). Reaction SMILES: C(Cl)(=O)C(Cl)=O.C(OC([N:14]([C:28]1[CH:33]=[CH:32][N:31]=[CH:30][CH:29]=1)[CH2:15][CH2:16][O:17][C:18]1[CH:19]=[C:20]([CH:24]=[C:25]([Cl:27])[CH:26]=1)[C:21]([OH:23])=O)=O)(C)(C)C.[CH2:34]([NH:36][C:37]1[CH:42]=[CH:41][CH:40]=[CH:39][C:38]=1[F:43])[CH3:35].CCN(C(C)C)C(C)C.[F:53][C:54]([F:59])([F:58])[C:55]([OH:57])=[O:56]>ClCCl.CN(C=O)C>[F:53][C:54]([F:59])([F:58])[C:55]([OH:57])=[O:56].[Cl:27][C:25]1[CH:24]=[C:20]([CH:19]=[C:18]([O:17][CH2:16][CH2:15][NH:14][C:28]2[CH:29]=[CH:30][N:31]=[CH:32][CH:33]=2)[CH:26]=1)[C:21]([N:36]([CH2:34][CH3:35])[C:37]1[CH:42]=[CH:41][CH:40]=[CH:39][C:38]=1[F:43])=[O:23] |f:7.8|. Procedure: 2M Oxalyl chloride solution in dichloromethane (0.080 ml) and DMF (0.001 ml) were added to a suspension of 3-[2-(tert-butoxycarbonyl-pyridin-4-yl-amino)-ethoxy]-5-chloro-benzoic acid (0.050 g) in anhydrous dichloromethane (1 ml). The reaction was stirred at room temperature for 2 h then a solution of N-ethyl-2-fluoroaniline (0.029 g) DMAP (0.001 g) and DIPEA (0.070 ml) were added. The reaction mixture was stirred at room temperature for 16 h and then triflouroacetic acid (1 ml) was added. The so... Starting materials: O1C(OCC1)CC1=CC=C(C(=O)O)C=C1 (4-((1,3-dioxolan-2-yl)methyl)benzoic acid), CSC.B (borane dimethylsulfide). The solvent is C1CCOC1 (THF). Run at temperature 0 celsius, time 5 minute. Product: O1C(OCC1)CC1=CC=C(C=C1)CO ((4-((1,3-Dioxolan-2-yl)methyl)phenyl)methanol). Yield: 97.9%. As a reaction SMILES: [O:1]1[CH2:5][CH2:4][O:3][CH:2]1[CH2:6][C:7]1[CH:15]=[CH:14][C:10]([C:11](O)=[O:12])=[CH:9][CH:8]=1.CSC.B>C1COCC1>[O:1]1[CH2:5][CH2:4][O:3][CH:2]1[CH2:6][C:7]1[CH:15]=[CH:14][C:10]([CH2:11][OH:12])=[CH:9][CH:8]=1 |f:1.2|. Reported procedure: To a cooled (0° C.) solution of 4-((1,3-dioxolan-2-yl)methyl)benzoic acid (1.02 g, 4.92 mmol) in anhydrous THF (63.5 mL), a solution of borane dimethylsulfide complex (2.0 M in THF, 12.29 mL, 24.59 mmol) was added dropwise. The reaction mixture was stirred at this temperature for 5 minutes and then the coolant removed. The reaction mixture was stirred at RT for 16 hours. The reaction mixture was cooled to 0° C. and methanol (1 mL) was added. The reaction mixture was diluted with water and satura... The reactants are C(=O)C1=CC=C(C=C1)C1C(OC2=C1C=C(C(=C2C)C)NC(CC(C)(C)C)=O)(C)C (N-(3-(4-Formylphenyl)-2,2,6,7-tetramethyl-2,3-dihydro-1-benzofuran-5-yl)-3,3-dimethylbutanamide), C1CCOC1.C(C)(C)OC(C)C (THF diisopropyl ether). Yields the product OCC1=CC=C(C=C1)C1C(OC2=C1C=C(C(=C2C)C)NC(CC(C)(C)C)=O)(C)C (N-(3-(4-(Hydroxymethyl)phenyl)-2,2,6,7-tetramethyl-2,3-dihydro-1-benzofuran-5-yl)-3,3-dimethylbutanamide). Isolated yield 80.0%. As a reaction SMILES: [CH:1]([C:3]1[CH:8]=[CH:7][C:6]([CH:9]2[C:13]3[CH:14]=[C:15]([NH:20][C:21](=[O:27])[CH2:22][C:23]([CH3:26])([CH3:25])[CH3:24])[C:16]([CH3:19])=[C:17]([CH3:18])[C:12]=3[O:11][C:10]2([CH3:29])[CH3:28])=[CH:5][CH:4]=1)=[O:2].C1COCC1.C(OC(C)C)(C)C>>[OH:2][CH2:1][C:3]1[CH:4]=[CH:5][C:6]([CH:9]2[C:13]3[CH:14]=[C:15]([NH:20][C:21](=[O:27])[CH2:22][C:23]([CH3:25])([CH3:24])[CH3:26])[C:16]([CH3:19])=[C:17]([CH3:18])[C:12]=3[O:11][C:10]2([CH3:29])[CH3:28])=[CH:7][CH:8]=1 |f:1.2|. Procedure details: Using N-(3-(4-formylphenyl)-2,2,6,7-tetramethyl-2,3-dihydro-1-benzofuran-5-yl)-3,3-dimethylbutanamide obtained in Example 292, the title compound was synthesized in the same manner as in Example 21. Yield: 80%. Melting point: 162-163° C. (THF-diisopropyl ether). The reactants are COCCCC1=CC=C(C=C1)Cl (3-(4-chlorophenyl)propyl methyl ether), BrN1C(CCC1=O)=O (N-bromosuccinimide), N(=NC(C#N)(C)C)C(C#N)(C)C (2,2′-azobisisobutyronitrile). Run in C(CCl)Cl (ethylene dichloride). The product is COCCC(Br)C1=CC=C(C=C1)Cl (3-(4-chlorophenyl)-3-bromopropyl methyl ether). Isolated yield 108.5%. As a reaction SMILES: [CH3:1][O:2][CH2:3][CH2:4][CH2:5][C:6]1[CH:11]=[CH:10][C:9]([Cl:12])=[CH:8][CH:7]=1.[Br:13]N1C(=O)CCC1=O.N(C(C)(C)C#N)=NC(C)(C)C#N>C(Cl)CCl>[CH3:1][O:2][CH2:3][CH2:4][CH:5]([C:6]1[CH:7]=[CH:8][C:9]([Cl:12])=[CH:10][CH:11]=1)[Br:13]. Procedure: A mixture of 3-(4-chlorophenyl)propyl methyl ether (8.6 g, 46.5 mmol), N-bromosuccinimide (NBS; 9.43 g, 52.9 mmol), and a catalyst amount of 2,2′-azobisisobutyronitrile in ethylene dichloride (236 ml) was heated at 65° to 70° C. for three hours. The cooled reaction mixture was washed successively with water, saturated aqueous sodium bicarbonate and water, dried over anhydrous sodium sulfate and concentrated in vacuo to afford crude title compound (13.3 g) which was used without further purificat... Yields the product ClC=1C=C(CNC=2C3=C(N=C(N2)C2=CC=C(C(=O)OC)C=C2)C(=NN3C)CCC)C=CC1OC (methyl 4-[7-(3-chloro-4-methoxybenzylamino)-1-methyl-3-propyl-1H-pyrazolo-[4,3-d]pyrimidin-5-yl]benzoate). Procedure details: A mixture of 1.8 g of methyl 4-[7-chloro-1-methyl-3-propyl-1H-pyrazolo[4,3-d]pyrimidin-5-yl]phenylcarboxylate (“B”) and 1.5 g of 3-chloro-4-methoxybenzylamine in 20 ml of N-methylpyrrolidone is heated at 110° for 4 hours. After cooling, it is worked up in the customary manner. 2.2 g of methyl 4-[7-(3-chloro-4-methoxybenzylamino)-1-methyl-3-propyl-1H-pyrazolo-[4,3-d]pyrimidin-5-yl]benzoate are obtained. Reactants: ClC=1C2=C(N=C(N1)C1=CC=C(C=C1)C(=O)OC)C(=NN2C)CCC (methyl 4-[7-chloro-1-methyl-3-propyl-1H-pyrazolo[4,3-d]pyrimidin-5-yl]phenylcarboxylate), ClC=1C=C(CN)C=CC1OC (3-chloro-4-methoxybenzylamine). Run in CN1C(CCC1)=O (N-methylpyrrolidone). Reaction SMILES: Cl[C:2]1[C:3]2[N:20]([CH3:21])[N:19]=[C:18]([CH2:22][CH2:23][CH3:24])[C:4]=2[N:5]=[C:6]([C:8]2[CH:13]=[CH:12][C:11]([C:14]([O:16][CH3:17])=[O:15])=[CH:10][CH:9]=2)[N:7]=1.[Cl:25][C:26]1[CH:27]=[C:28]([CH:31]=[CH:32][C:33]=1[O:34][CH3:35])[CH2:29][NH2:30]>CN1CCCC1=O>[Cl:25][C:26]1[CH:27]=[C:28]([CH:31]=[CH:32][C:33]=1[O:34][CH3:35])[CH2:29][NH:30][C:2]1[C:3]2[N:20]([CH3:21])[N:19]=[C:18]([CH2:22][CH2:23][CH3:24])[C:4]=2[N:5]=[C:6]([C:8]2[CH:9]=[CH:10][C:11]([C:14]([O:16][CH3:17])=[O:15])=[CH:12][CH:13]=2)[N:7]=1. Isolated yield 87.8%.